From a dataset of the Open Reaction Database (ORD), a public repository of structured organic reaction records. describe an organic reaction: reactants, conditions, products, and yield Reactants: CC(C)OC(=O)c1c(C2CN(C(=O)OC(C)(C)C)CC2C(=O)N2C3CC4CCC3(CS2(=O)=O)C4(C)C)cccc1C(F)(F)F, C1CCOC1, Cl, [Li+], [OH-], O. The product is CC(C)OC(=O)c1c(C2CN(C(=O)OC(C)(C)C)CC2C(=O)O)cccc1C(F)(F)F. Reaction SMILES: [C:1]([CH3:2])([CH3:3])([CH3:4])[O:5][C:6](=[O:7])[N:8]1[CH2:9][CH:10]([C:29](=[O:30])[N:31]2[CH:32]3[CH2:33][CH:34]4[C:35]([CH3:36])([CH3:37])[C:38]3([CH2:39][CH2:40]4)[CH2:41][S:42]2(=[O:43])=[O:44])[CH:11]([c:13]2[c:14]([C:23](=[O:24])[O:25][CH:26]([CH3:27])[CH3:28])[c:15]([C:19]([F:20])([F:21])[F:22])[cH:16][cH:17][cH:18]2)[CH2:12]1.[CH2:48]1[O:49][CH2:50][CH2:51][CH2:52]1.[ClH:47].[Li+:45].[OH-:46].[OH2:53]>>[C:1]([CH3:2])([CH3:3])([CH3:4])[O:5][C:6](=[O:7])[N:8]1[CH2:9][CH:10]([C:29]([OH:30])=[O:46])[CH:11]([c:13]2[c:14]([C:23](=[O:24])[O:25][CH:26]([CH3:27])[CH3:28])[c:15]([C:19]([F:20])([F:21])[F:22])[cH:16][cH:17][cH:18]2)[CH2:12]1. Reaction SMILES: [CH3:29][C:30]#[N:31].[CH3:5][c:6]1[n:7][cH:8][nH:9][c:10]1[CH2:11][S:12][CH2:13][CH2:14][NH:15][C:16](=[S:17])[NH:18][CH2:19][CH2:20][S:21][CH2:22][c:23]1[c:24]([CH3:28])[n:25][cH:26][nH:27]1.[N:1]#[C:2][NH2:3].[O:32]=[CH:33][N:34]([CH3:35])[CH3:36].[Pb:4]>>[N:1]#[C:2][NH:3][C:16]([NH:15][CH2:14][CH2:13][S:12][CH2:11][c:10]1[c:6]([CH3:5])[n:7][cH:8][nH:9]1)=[N:18][CH2:19][CH2:20][S:21][CH2:22][c:23]1[c:24]([CH3:28])[n:25][cH:26][nH:27]1. Reactants: CC#N, Cc1nc[nH]c1CSCCNC(=S)NCCSCc1[nH]cnc1C, N#CN, CN(C)C=O, [Pb]. Product: Cc1nc[nH]c1CSCCN=C(NC#N)NCCSCc1[nH]cnc1C. Reactants: C(CCCC#CCCCCCCCC#C)OC1OCCCC1 (2-(pentadeca-5,14-divnyloxy)tetrahydropyran), C1(=CC=C(C=C1)S(=O)(=O)O)C (p-toluenesulphonic acid). The solvent is CO (MeOH). Product: C(CCCC#CCCCCCCCC#C)O (pentadeca-5,14-diyn-1-ol). Yield: 94.7%. Reaction SMILES: [CH2:1]([O:16]C1CCCCO1)[CH2:2][CH2:3][CH2:4][C:5]#[C:6][CH2:7][CH2:8][CH2:9][CH2:10][CH2:11][CH2:12][CH2:13][C:14]#[CH:15].C1(C)C=CC(S(O)(=O)=O)=CC=1>CO>[CH2:1]([OH:16])[CH2:2][CH2:3][CH2:4][C:5]#[C:6][CH2:7][CH2:8][CH2:9][CH2:10][CH2:11][CH2:12][CH2:13][C:14]#[CH:15]. Reported procedure: A solution of the 2-(pentadeca-5,14-divnyloxy)tetrahydropyran (4.05 g, 13.27 mmol) and p-toluenesulphonic acid (42 mg) in MeOH (100 mL) was stirred at room temperature for 4 h. All volatiles were then removed in vacuo and the residue was purified by SiO2 column chromatography using 15% EtOAc/hexanes as eluent to give pentadeca-5,14-diyn-1-ol (2.77 g, 95%) as a colorless oil. TLC: 30% EtOAc/hexanes, Rf≈0.40; 1H NMR (300 MHz, CDCl3) δ 3.85 (t, 2H, J=7.0 Hz), 2.03-2.30 (m, 6H), 1.93 (t, 1H, J=2.6 H... Starting materials: C[C@@]12[C@H](CC[C@H]1C1=CC=C3C[C@H](CC[C@]3(C)[C@H]1CC2)O)O (Androst-5,7-diene-3β,17β-diol), O=C1C=C2CC[C@H]3[C@@H]4CC[C@@H]([C@@]4(C)CC[C@@H]3[C@]2(CC1)C)CO (3-oxo-17β-(hydroxymethyl)-4androstene). Yields the product C[C@@]12[C@H](CC[C@H]1C1=CC[C@H]3CC(CC[C@]3(C)[C@H]1CC2)=O)O (5α-Androst-7-ene-3-one-17β-ol). As a reaction SMILES: [CH3:1][C@:2]12[CH2:19][CH2:18][C@H:17]3[C:7](=[CH:8][CH:9]=[C:10]4[C@:15]3([CH3:16])[CH2:14][CH2:13][C@H:12]([OH:20])[CH2:11]4)[C@@H:6]1[CH2:5][CH2:4][C@@H:3]2[OH:21].O=C1CC[C@@]2(C)C(CC[C@@H]3[C@@H]2CC[C@@]2(C)[C@H]3CC[C@@H]2CO)=C1>>[CH3:1][C@:2]12[CH2:19][CH2:18][C@H:17]3[C:7](=[CH:8][CH2:9][C@@H:10]4[C@:15]3([CH3:16])[CH2:14][CH2:13][C:12](=[O:20])[CH2:11]4)[C@@H:6]1[CH2:5][CH2:4][C@@H:3]2[OH:21]. Procedure: The title compound is prepared according to the procedure of Example 4 (i) by substituting androst-4,7-diene-3,17-dione for 3-oxo-17β-(hydroxymethyl)-4androstene. The reactants are BrC(Br)(Br)Br, O=C([O-])O, ClCCl, [Na+], O, CCOC(=O)c1cc2c(nc1C)C(CO)CCCC2, c1ccc(P(c2ccccc2)c2ccccc2)cc1. The product is CCOC(=O)c1cc2c(nc1C)C(CBr)CCCC2. RXN SMILES: [C:39]([Br:40])([Br:41])([Br:42])[Br:43].[C:44](=[O:45])([OH:46])[O-:47].[CH2:49]([Cl:50])[Cl:51].[Na+:48].[OH2:52].[OH:1][CH2:2][CH:3]1[CH2:4][CH2:5][CH2:6][CH2:7][c:8]2[c:9]1[n:10][c:11]([CH3:19])[c:12]([C:14](=[O:15])[O:16][CH2:17][CH3:18])[cH:13]2.[c:20]1([P:21]([c:22]2[cH:23][cH:24][cH:25][cH:26][cH:27]2)[c:28]2[cH:29][cH:30][cH:31][cH:32][cH:33]2)[cH:34][cH:35][cH:36][cH:37][cH:38]1>>[CH2:2]([CH:3]1[CH2:4][CH2:5][CH2:6][CH2:7][c:8]2[c:9]1[n:10][c:11]([CH3:19])[c:12]([C:14](=[O:15])[O:16][CH2:17][CH3:18])[cH:13]2)[Br:40]. The reactants are C(C1=CC=CC=C1)OC1=C(C=CC(=C1)[N+](=O)[O-])O (2-(benzyloxy)-4-nitrophenol), C([O-])([O-])=O.[K+].[K+] (potassium carbonate), S(=O)(=O)(OC[C@H]1CO1)C1=CC=C(C)C=C1 ((R)-(−)-glycidyl tosylate), CN(C)C=O (DMF). Solvent: O (water). Run at temperature 60 celsius, time 18 hour. Product: C(C1=CC=CC=C1)OC1=C(OC[C@@H]2OC2)C=CC(=C1)[N+](=O)[O-] ((2R)-2-{[2-(benzyloxy)-4-nitrophenoxy]methyl}oxirane). The yield is 87.0%. As a reaction SMILES: [CH2:1]([O:8][C:9]1[CH:14]=[C:13]([N+:15]([O-:17])=[O:16])[CH:12]=[CH:11][C:10]=1[OH:18])[C:2]1[CH:7]=[CH:6][CH:5]=[CH:4][CH:3]=1.C(=O)([O-])[O-].[K+].[K+].S(C1C=CC(C)=CC=1)(O[CH2:29][C@@H:30]1[O:32][CH2:31]1)(=O)=O.CN(C=O)C>O>[CH2:1]([O:8][C:9]1[CH:14]=[C:13]([N+:15]([O-:17])=[O:16])[CH:12]=[CH:11][C:10]=1[O:18][CH2:29][C@H:30]1[CH2:31][O:32]1)[C:2]1[CH:3]=[CH:4][CH:5]=[CH:6][CH:7]=1 |f:1.2.3|. Procedure: A 500 mL round bottomed flask equipped with a nitrogen inlet and a magnetic stir bar is charged with: 2-(benzyloxy)-4-nitrophenol (10.00 g, 40.8 mmol), potassium carbonate (7.05 g, 51.0 mmol), (R)-(−)-glycidyl tosylate (10.00 g, 43.8 mmol) and DMF (65 mL). The mixture is immersed in an oil bath heated to 60° C. and stirred for 18 h. The solution is allowed to cool to rt, then water (200 mL) is slowly added. The resulting suspension is stirred for 2 h, the precipitate is collected by vacuum filtr...